Dataset: the Open Reaction Database (ORD), a public repository of structured organic reaction records. Task: describe an organic reaction: reactants, conditions, products, and yield Starting materials: NC1C(CN(C1)C(=O)OCC1=CC=CC=C1)(C)C (benzyl 4-amino-3,3-dimethylpyrrolidine-1-carboxylate), BrC=1C=C2N(N=CC(=C2Cl)C(=O)N)C1 (6-bromo-4-chloropyrrolo[1,2-b]pyridazine-3-carboxamide). Yields the product BrC=1C=C2N(N=CC(=C2N[C@H]2C(CN(C2)C(=O)OCC2=CC=CC=C2)(C)C)C(N)=O)C1 ((S)-benzyl 4-(6-bromo-3-carbamoylpyrrolo[1,2-b]pyridazin-4-ylamino)-3,3-dimethylpyrrolidine-1-carboxylate). RXN SMILES: [NH2:1][CH:2]1[CH2:6][N:5]([C:7]([O:9][CH2:10][C:11]2[CH:16]=[CH:15][CH:14]=[CH:13][CH:12]=2)=[O:8])[CH2:4][C:3]1([CH3:18])[CH3:17].[Br:19][C:20]1[CH:21]=[C:22]2[C:27](Cl)=[C:26]([C:29]([NH2:31])=[O:30])[CH:25]=[N:24][N:23]2[CH:32]=1>>[Br:19][C:20]1[CH:21]=[C:22]2[C:27]([NH:1][C@@H:2]3[CH2:6][N:5]([C:7]([O:9][CH2:10][C:11]4[CH:16]=[CH:15][CH:14]=[CH:13][CH:12]=4)=[O:8])[CH2:4][C:3]3([CH3:18])[CH3:17])=[C:26]([C:29](=[O:30])[NH2:31])[CH:25]=[N:24][N:23]2[CH:32]=1. Reported procedure: According to the procedure described for Step 1 of Example 294, the title compound was prepared by coupling enantiopure Intermediate 11 with Intermediate 2.